The task is: describe an organic reaction: reactants, conditions, products, and yield. This data is from the Open Reaction Database (ORD), a public repository of structured organic reaction records. Starting materials: C(C)S(=O)(=O)C=1C=C(C(=O)O)C(=CC1)OC (3-ethylsulfonyl-6-methoxybenzoic acid), ClC1=C(C=CC(=C1)Cl)CNCCNCC (N-(2',4'-dichlorophenylmethyl)-N'-ethylethylenediamine). Yields the product C(C)S(=O)(=O)C=1C=C(C(=O)N)C(=CC1)OC (3-ethylsulfonyl-6-methoxybenzamide). As a reaction SMILES: [CH2:1]([S:3]([C:6]1[CH:7]=[C:8]([C:12]([O:15][CH3:16])=[CH:13][CH:14]=1)[C:9](O)=[O:10])(=[O:5])=[O:4])[CH3:2].ClC1C=C(Cl)C=CC=1C[NH:26]CCNCC>>[CH2:1]([S:3]([C:6]1[CH:7]=[C:8]([C:12]([O:15][CH3:16])=[CH:13][CH:14]=1)[C:9]([NH2:26])=[O:10])(=[O:5])=[O:4])[CH3:2]. Procedure: By following general method B using 0.9 g. of 3-ethylsulfonyl-6-methoxybenzoic acid and 0.9 g. of N-(2',4'-dichlorophenylmethyl)-N'-ethylethylenediamine, 1.5 g. of N-[2-(N'-2',4'-dichlorophenylmethyl)-N'-ethylamino)ethyl]-3-ethylsulfonyl-6-methoxybenzamide was obtained. The reactants are OO (H2O2), C=CCCCCCCCC (1-decene), ClCCl (dichloromethane), Re2O7. Reagents/catalysts: O (water), [O-2].[O-2].[Mn+4] (manganese dioxide). The solvent is O (water). Reaction conditions: time 14 hour. The product is C1C(CCCCCCCC)O1 (1-decene oxide). The yield is 94.0%. RXN SMILES: [CH2:1]=[CH:2][CH2:3][CH2:4][CH2:5][CH2:6][CH2:7][CH2:8][CH2:9][CH3:10].ClCCl.[OH:14]O>O.[O-2].[O-2].[Mn+4]>[CH2:1]1[O:14][CH:2]1[CH2:3][CH2:4][CH2:5][CH2:6][CH2:7][CH2:8][CH2:9][CH3:10] |f:4.5.6|. Procedure: In a 25 mL scintillation vial equipped with a magnetic stirrer, 1-decene (1.41 g, 10 mmol) was placed followed by addition of 4 mL dichloromethane. To this solution was added BTSP (2.8 g, 15 mmol). The vial was immersed into ice/water bath. After 5 minutes Re2O7 (24 mg, 0.05 mmol)5 was added followed by 10 μL of water. The reaction turned bright yellow and was allowed to warm up to room temperature and stirred for 14 h. Upon completion, water (3 drops) was added followed by manganese dioxide (ca... The reactants are C12(C(=O)CC(CC1)C2(C)C)CS(=O)(=O)O (Camphorsulfonic acid), C(C)(C)(C)OC(=O)N1CCC(CC1)OC1=C(C(=O)NC2=C(C(=O)NC3=NC=C(C=C3)Cl)C=CC=C2)C=CC(=C1)SC (2-[2-(1-tert-butoxycarbonylpiperidin-4-yloxy)-4-(methylthio)benzoylamino]-N-(5-chloropyridin-2-yl)benzamide), C(C)(C)(C)OO (t-butyl hydroperoxide). Procedure details: The 2-[2-(1-tert-butoxycarbonylpiperidin-4-yloxy)-4-(methylthio)benzoylamino]-N-(5-chloropyridin-2-yl)benzamide (291 mg, 0.49 mmol) was dissolved in chloroform (2.5 mL). Camphorsulfonic acid (20 mg, 0.09 mmol) was added, followed by t-butyl hydroperoxide solution (0.1 mL, 1.00 mmol). The reaction was stirred overnight and then loaded directly onto a column for flash column chromatographic purification (about 30 g silica, 10% EtOAc/CH2Cl2 through 100% EtOAc). The pure material (75 mg, 0.12 mmol, ... The yield is 133.3%. Run at time 8 hour. Yields the product C(C)(C)(C)OC(=O)N1CCC(CC1)OC1=C(C(=O)NC2=C(C(=O)NC3=NC=C(C=C3)Cl)C=CC=C2)C=CC(=C1)S(=O)C (2-[2-(1-tert-Butoxycarbonylpiperidin-4-yloxy)-4-(methylsulfinyl)-benzoylamino]-N-(5-chloropyridin-2-yl)benzamide). As a reaction SMILES: [C:1]([O:5][C:6]([N:8]1[CH2:13][CH2:12][CH:11]([O:14][C:15]2[CH:39]=[C:38]([S:40][CH3:41])[CH:37]=[CH:36][C:16]=2[C:17]([NH:19][C:20]2[CH:35]=[CH:34][CH:33]=[CH:32][C:21]=2[C:22]([NH:24][C:25]2[CH:30]=[CH:29][C:28]([Cl:31])=[CH:27][N:26]=2)=[O:23])=[O:18])[CH2:10][CH2:9]1)=[O:7])([CH3:4])([CH3:3])[CH3:2].C12(CS(O)(=O)=O)C(C)(C)C(CC1)CC2=[O:44].C(OO)(C)(C)C>C(Cl)(Cl)Cl>[C:1]([O:5][C:6]([N:8]1[CH2:9][CH2:10][CH:11]([O:14][C:15]2[CH:39]=[C:38]([S:40]([CH3:41])=[O:44])[CH:37]=[CH:36][C:16]=2[C:17]([NH:19][C:20]2[CH:35]=[CH:34][CH:33]=[CH:32][C:21]=2[C:22]([NH:24][C:25]2[CH:30]=[CH:29][C:28]([Cl:31])=[CH:27][N:26]=2)=[O:23])=[O:18])[CH2:12][CH2:13]1)=[O:7])([CH3:4])([CH3:3])[CH3:2]. Solvent: C(Cl)(Cl)Cl (chloroform). Starting materials: FC1=CC=C2C(=CNC2=C1)C1CCNCC1 (6-fluoro-3-piperidin-4-yl-1H-indole), COC(C1=C(C=CC(=C1)CBr)OC)=O (5-bromomethyl-2-methoxy-benzoic acid methyl ester), C([O-])([O-])=O.[K+].[K+] (potassium carbonate). The solvent is C(C)C(=O)CC(C)C (ethyl isobutylketone). Run at temperature 90 celsius. Product: C(C)OC(C1=C(C=CC(=C1)CN1CCC(CC1)C1=CNC2=CC(=CC=C12)F)OC)=O (5-[4-(6-fluoro-1H-indol-3-yl)-piperidin-1-ylmethyl]-2-methoxybenzoic acid ethyl ester). Reaction SMILES: [F:1][C:2]1[CH:10]=[C:9]2[C:5]([C:6]([CH:11]3[CH2:16][CH2:15][NH:14][CH2:13][CH2:12]3)=[CH:7][NH:8]2)=[CH:4][CH:3]=1.[CH3:17][O:18][C:19](=[O:30])[C:20]1[CH:25]=[C:24]([CH2:26]Br)[CH:23]=[CH:22][C:21]=1[O:28][CH3:29].[C:31](=O)([O-])[O-].[K+].[K+]>C(C(CC(C)C)=O)C>[CH2:17]([O:18][C:19](=[O:30])[C:20]1[CH:25]=[C:24]([CH2:26][N:14]2[CH2:15][CH2:16][CH:11]([C:6]3[C:5]4[C:9](=[CH:10][C:2]([F:1])=[CH:3][CH:4]=4)[NH:8][CH:7]=3)[CH2:12][CH2:13]2)[CH:23]=[CH:22][C:21]=1[O:28][CH3:29])[CH3:31] |f:2.3.4|. Procedure: A suspension containing 0.5 g (2.2 mmol) of 6-fluoro-3-piperidin-4-yl-1H-indole, 0.8 g (2.7 mmol) of 5-bromomethyl-2-methoxy-benzoic acid methyl ester and 0.6 g (4.3 mmol) of potassium carbonate in 10 ml of ethyl isobutylketone was heated at 90° C. for 16 hours. The inorganic solid was filtrated and the solvent was removed under reduced pressure. 0.91 g (97% of yield) of the expected product was obtained. Reactants: FC(C1=NC(=CC(=C1C(=O)OCC)Cl)C(F)(F)F)(F)F (Ethyl 2,6-bis(trifluoromethyl)-4-chloro-3-pyridinecarboxylate), [N-]=[N+]=[N-].[Na+] (sodium azide), CN(C)C=O (DMF). The solvent is O (water). Reaction conditions: time 1 hour. Product: N(=[N+]=[N-])C1=C(C(=NC(=C1)C(F)(F)F)C(F)(F)F)C(=O)OCC (Ethyl 4-azido-2,6-bis(trifluoromethyl)-3-pyridinecarboxylate). The yield is 83.1%. As a reaction SMILES: [F:1][C:2]([F:20])([F:19])[C:3]1[C:8]([C:9]([O:11][CH2:12][CH3:13])=[O:10])=[C:7](Cl)[CH:6]=[C:5]([C:15]([F:18])([F:17])[F:16])[N:4]=1.[N-:21]=[N+:22]=[N-:23].[Na+].CN(C=O)C>O>[N:21]([C:7]1[CH:6]=[C:5]([C:15]([F:18])([F:17])[F:16])[N:4]=[C:3]([C:2]([F:20])([F:19])[F:1])[C:8]=1[C:9]([O:11][CH2:12][CH3:13])=[O:10])=[N+:22]=[N-:23] |f:1.2|. Reported procedure: A mixture of 5.0 g (0.0155 mol) of product of Example 19, 1.0 g (0.0154 mol) of sodium azide and 20 ml of DMF was stirred for 1 hour and poured into 100 ml of water. The organic was extracted into 100 ml of CH2Cl2 which was washed with 50 ml of water and concentrated. The residue (6.0 g) was dissolved in 50 ml of petroleum ether then washed with 50 ml of water twice, dried (MgSO4) and concentrated to give a solid which was recrystallized from petroluem ether at low temperature to give 4.2 g (82%... Starting materials: ClC(C1=C(C=C(C#N)C=C1)F)N=C=O (4-(Chloro(isocyanato)methyl)-3-fluorobenzonitrile), FC(C=1C=C(C=CC1)NC1=CC(CC1)=O)(F)F (3-(3-(trifluoromethyl)-phenylamino)cyclopent-2-enone). The solvent is ClCCl (dichloromethane), ClCCl (dichloromethane). Yields the product O=C1NC(C2=C(N1C1=CC(=CC=C1)C(F)(F)F)CCC2=O)C2=C(C=C(C#N)C=C2)F (4-(2,5-Dioxo-1-(3-(trifluoromethyl)phenyl)-2,3,4,5,6,7-hexahydro-1H-cyclopenta[d]-pyrimidin-4-yl)-3-fluorobenzonitrile). As a reaction SMILES: Cl[CH:2]([N:12]=[C:13]=[O:14])[C:3]1[CH:10]=[CH:9][C:6]([C:7]#[N:8])=[CH:5][C:4]=1[F:11].[F:15][C:16]([F:31])([F:30])[C:17]1[CH:18]=[C:19]([NH:23][C:24]2[CH2:28][CH2:27][C:26](=[O:29])[CH:25]=2)[CH:20]=[CH:21][CH:22]=1>ClCCl>[O:14]=[C:13]1[N:23]([C:19]2[CH:20]=[CH:21][CH:22]=[C:17]([C:16]([F:15])([F:30])[F:31])[CH:18]=2)[C:24]2[CH2:28][CH2:27][C:26](=[O:29])[C:25]=2[CH:2]([C:3]2[CH:10]=[CH:9][C:6]([C:7]#[N:8])=[CH:5][C:4]=2[F:11])[NH:12]1. Procedure: A solution of 4-(chloro(isocyanato)methyl)-3-fluorobenzonitrile (Step 1, 3.05 g, 14.5 mmol) in dichloromethane (10 mL) is added to a solution of 3-(3-(trifluoromethyl)-phenylamino)cyclopent-2-enone (3.50 g, 14.5 mmol) in dichloromethane (10 mL), and the mixture is heated at reflux over night. All volatiles are removed under reduced pressure, and the residue is purified by reversed phase HPLC (Agilent ZORBAX™ SB-C18, gradient of acetonitrile in water, 0.1% formic acid). Yield: 474 mg; ESI mass sp... The reactants are BrC1=CC=C(C=C1)C1=NC2=CC(=CC=C2C(=N1)Cl)Cl (2-(4-bromo-phenyl)-4,7-dichloro-quinazoline), C(C1=CC=CC=C1)N (benzylamine). Run in C1CCOC1 (THF). Product: C(C1=CC=CC=C1)NC1=NC(=NC2=CC(=CC=C12)Cl)C1=CC=C(C=C1)Br (benzyl-[2-(4-bromo-phenyl)-7-chloroquinazolin-4-yl]-amine). RXN SMILES: [Br:1][C:2]1[CH:7]=[CH:6][C:5]([C:8]2[N:17]=[C:16](Cl)[C:15]3[C:10](=[CH:11][C:12]([Cl:19])=[CH:13][CH:14]=3)[N:9]=2)=[CH:4][CH:3]=1.[CH2:20]([NH2:27])[C:21]1[CH:26]=[CH:25][CH:24]=[CH:23][CH:22]=1>C1COCC1>[CH2:20]([NH:27][C:16]1[C:15]2[C:10](=[CH:11][C:12]([Cl:19])=[CH:13][CH:14]=2)[N:9]=[C:8]([C:5]2[CH:6]=[CH:7][C:2]([Br:1])=[CH:3][CH:4]=2)[N:17]=1)[C:21]1[CH:26]=[CH:25][CH:24]=[CH:23][CH:22]=1. Procedure details: A solution of 2-(4-bromo-phenyl)-4,7-dichloro-quinazoline (0.085 mmol, 30 mg) [prepared analogously to example 1] in 2 ml THF is treated with benzylamine (0.174 mmol, 0.019 ml). The mixture is heated at 60° for 6 hrs. After cooling to rt, the reaction mixture is filtered through a tentacle ion exchanger (LiChrolut® SCX: Merck ChromBook, 2nd ed. page 31). Evaporation of the solvent afforded benzyl-[2-(4-bromo-phenyl)-7-chloroquinazolin-4-yl]-amine. Reactants: CCc1oc2ccccc2c1C(=O)N(C)Cc1ccc2c(Br)c(O)ccc2c1, N#CCBr, O=C([O-])[O-], CCOC(C)=O, [K+], [K+], CN(C)C=O. Product: CCc1oc2ccccc2c1C(=O)N(C)Cc1ccc2c(Br)c(OCC#N)ccc2c1. Reaction SMILES: [Br:1][c:2]1[c:3]2[cH:4][cH:5][c:6]([CH2:13][N:14]([C:15](=[O:16])[c:17]3[c:18]([CH2:26][CH3:27])[o:19][c:20]4[c:21]3[cH:22][cH:23][cH:24][cH:25]4)[CH3:28])[cH:7][c:8]2[cH:9][cH:10][c:11]1[OH:12].[Br:29][CH2:30][C:31]#[N:32].[C:33](=[O:34])([O-:35])[O-:36].[CH3:44][CH2:45][O:46][C:47](=[O:48])[CH3:49].[K+:37].[K+:38].[O:39]=[CH:40][N:41]([CH3:42])[CH3:43]>>[Br:1][c:2]1[c:3]2[cH:4][cH:5][c:6]([CH2:13][N:14]([C:15](=[O:16])[c:17]3[c:18]([CH2:26][CH3:27])[o:19][c:20]4[c:21]3[cH:22][cH:23][cH:24][cH:25]4)[CH3:28])[cH:7][c:8]2[cH:9][cH:10][c:11]1[O:12][CH2:30][C:31]#[N:32]. Starting materials: C(CC)(=O)Cl (propanoyl chloride), C(C)(=O)C=1C(=CC(=C(C(=O)OC)C1)C)C1CCC1 (methyl 5-acetyl-4-cyclobutyl-2-methylbenzoate), C(C)(=O)C=1C(=CC(=C(C(=O)OC)C1)C)C1CCC1 (methyl 5-acetyl-4-cyclobutyl-2-methylbenzoate), [Li+].C[Si](C)(C)[N-][Si](C)(C)C (LiHMDS). Run in O1CCCC1 (tetrahydrofuran), O1CCCC1 (tetrahydrofuran), O1CCCC1 (tetrahydrofuran). Reaction conditions: temperature 0 celsius, time 30 minute. Product: C1(CCC1)C1=CC(=C(C(=O)OC)C=C1C(CC(CC)=O)=O)C (Methyl 4-cyclobutyl-2-methyl-5-(3-oxopentanoyl)benzoate). RXN SMILES: [C:1]([C:4]1[C:5]([CH:15]2[CH2:18][CH2:17][CH2:16]2)=[CH:6][C:7]([CH3:14])=[C:8]([CH:13]=1)[C:9]([O:11][CH3:12])=[O:10])(=[O:3])[CH3:2].[Li+].C[Si]([N-][Si](C)(C)C)(C)C.[C:29](Cl)(=[O:32])[CH2:30][CH3:31]>O1CCCC1>[CH:15]1([C:5]2[C:4]([C:1](=[O:3])[CH2:2][C:29](=[O:32])[CH2:30][CH3:31])=[CH:13][C:8]([C:9]([O:11][CH3:12])=[O:10])=[C:7]([CH3:14])[CH:6]=2)[CH2:16][CH2:17][CH2:18]1 |f:1.2|. Procedure: To a solution of methyl 5-acetyl-4-cyclobutyl-2-methylbenzoate (compound 238.1, 500 mg, 2.03 mmol, 1.00 equiv) in tetrahydrofuran (15 mL) at 0° C. was added dropwise a solution of LiHMDS (680 mg, 4.06 mmol, 2.00 equiv) in tetrahydrofuran (5 mL). After 30 min of stirring at 0° C., a solution of propanoyl chloride (280 mg, 3.03 mmol, 1.50 equiv) in tetrahydrofuran (5 mL) was added dropwise. The resulting mixture was stirred for 3 h at 15° C., and then concentrated under reduced pressure. The resid... Yields the product C(C1=CC=CC=C1)OC(NCC1CN(CCC1)CCC1=CC=C(C=C1)F)=O ({1-[2-(4-fluorophenyl)ethyl]-piperidin-3-ylmethyl}carbamic acid benzyl ester). Reported procedure: A solution of 3-(benzyloxycarbonylaminomethyl)-piperidine hydrochloride (199 mg, 690 μmol) was dissolved in aqueous sodium hydrogen carbonate and the solution was extracted with ethyl acetate. The organic phase was dried over sodium sulfate and concentrated. The residue was combined with toluene-4-sulfonic acid 2-(4-fluorophenyl)ethyl ester (97 mg, 690 μmol) and potassium carbonate (190 mg, 1.38 mmol) in acetone (15 mL) and the mixture was heated at reflux for 17 hours. The mixture was cooled, d... RXN SMILES: Cl.[CH2:2]([O:9][C:10]([NH:12][CH2:13][CH:14]1[CH2:19][CH2:18][CH2:17][NH:16][CH2:15]1)=[O:11])[C:3]1[CH:8]=[CH:7][CH:6]=[CH:5][CH:4]=1.[F:20][C:21]1[CH:26]=[CH:25][C:24]([CH2:27][CH2:28]OS(C2C=CC(C)=CC=2)(=O)=O)=[CH:23][CH:22]=1.C(=O)([O-])[O-].[K+].[K+]>C(=O)([O-])O.[Na+].CC(C)=O.O>[CH2:2]([O:9][C:10](=[O:11])[NH:12][CH2:13][CH:14]1[CH2:19][CH2:18][CH2:17][N:16]([CH2:28][CH2:27][C:24]2[CH:25]=[CH:26][C:21]([F:20])=[CH:22][CH:23]=2)[CH2:15]1)[C:3]1[CH:4]=[CH:5][CH:6]=[CH:7][CH:8]=1 |f:0.1,3.4.5,6.7|. The yield is 54.8%. The solvent is CC(=O)C (acetone), C(O)([O-])=O.[Na+] (sodium hydrogen carbonate), O (water). Starting materials: C([O-])([O-])=O.[K+].[K+] (potassium carbonate), FC1=CC=C(C=C1)CCOS(=O)(=O)C1=CC=C(C=C1)C (toluene-4-sulfonic acid 2-(4-fluorophenyl)ethyl ester), Cl.C(C1=CC=CC=C1)OC(=O)NCC1CNCCC1 (3-(benzyloxycarbonylaminomethyl)-piperidine hydrochloride).